This data is from the Open Reaction Database (ORD), a public repository of structured organic reaction records. The task is: describe an organic reaction: reactants, conditions, products, and yield Starting materials: Cl (hydrochloric acid), SCCC1=CC=C(C=C1)CCC=1N=C(SC1)NC(C)=O (N-(4-{2-[4-(2-sulfanylethyl)phenyl]ethyl}-1,3-thiazol-2-yl)acetamide), C(=O)(N1C=NC=C1)N1C=NC=C1 (1,1′-carbonyldiimidazole), C(NN)(=O)OC(C)(C)C (tert-Butyl carbazate). The solvent is C(C)(=O)OCC (ethyl acetate), O (Water), O1CCCC1 (tetrahydrofuran), O1CCCC1 (tetrahydrofuran). Run at time 1 hour. The product is C(C)(=O)NC=1SC=C(N1)CCC1=CC=C(C=C1)CCSC(=O)NNC(=O)OC(C)(C)C (tert-butyl 2-({[2-(4-{2-[2-(acetylamino)-1,3-thiazol-4-yl]ethyl}phenyl)ethyl]sulfanyl}carbonyl)hydrazinecarboxylate). Isolated yield 84.2%. As a reaction SMILES: [SH:1][CH2:2][CH2:3][C:4]1[CH:9]=[CH:8][C:7]([CH2:10][CH2:11][C:12]2[N:13]=[C:14]([NH:17][C:18](=[O:20])[CH3:19])[S:15][CH:16]=2)=[CH:6][CH:5]=1.[C:21](N1C=CN=C1)(N1C=CN=C1)=[O:22].[C:33]([O:37][C:38]([CH3:41])([CH3:40])[CH3:39])(=[O:36])[NH:34][NH2:35].Cl>O1CCCC1.C(OCC)(=O)C.O>[C:18]([NH:17][C:14]1[S:15][CH:16]=[C:12]([CH2:11][CH2:10][C:7]2[CH:8]=[CH:9][C:4]([CH2:3][CH2:2][S:1][C:21]([NH:35][NH:34][C:33]([O:37][C:38]([CH3:41])([CH3:40])[CH3:39])=[O:36])=[O:22])=[CH:5][CH:6]=2)[N:13]=1)(=[O:20])[CH3:19]. Reported procedure: To a solution of N-(4-{2-[4-(2-sulfanylethyl)phenyl]ethyl}-1,3-thiazol-2-yl)acetamide (368.0 mg, 1.201 mmol) in anhydrous tetrahydrofuran (30 ml) was added 1,1′-carbonyldiimidazole (291.4 mg, 1.797 mmol), and the mixture was stirred at room temperature for 1 hr. tert-Butyl carbazate (477.9 mg, 3.616 mmol), anhydrous tetrahydrofuran (2 ml) was added, and the mixture was stirred at room temperature for 19 hr. Water (20 ml), 1M hydrochloric acid (10 ml) and ethyl acetate (30 ml) were added, and the...